Dataset: the Open Reaction Database (ORD), a public repository of structured organic reaction records. Task: describe an organic reaction: reactants, conditions, products, and yield Starting materials: FC=1C(=C(C(=C2C1C(=O)OC2=O)F)F)F (tetrafluorophthalic anhydride), C[C@@H](C1=CC=CC=C1)N ((S)-α-methylbenzylamine). Run in C(Cl)(Cl)Cl (chloroform). Reaction conditions: temperature 180 celsius. The product is C1(CCCCC1)[C@H](C)N1C(C2=C(C(=C(C(=C2C1=O)F)F)F)F)=O ((S)-2-(1-cyclohexylethyl)-4,5,6,7-tetrafluoro-1H-isoindole-1,3-dione). Isolated yield 65.3%. Reaction SMILES: [F:1][C:2]1[C:3]([F:15])=[C:4]([F:14])[C:5]([F:13])=[C:6]2[C:11](=[O:12])[O:10][C:8](=O)[C:7]=12.[CH3:16][C@H:17]([NH2:24])[C:18]1[CH:23]=[CH:22][CH:21]=[CH:20][CH:19]=1>C(Cl)(Cl)Cl>[CH:18]1([C@@H:17]([N:24]2[C:11](=[O:12])[C:6]3[C:7](=[C:2]([F:1])[C:3]([F:15])=[C:4]([F:14])[C:5]=3[F:13])[C:8]2=[O:10])[CH3:16])[CH2:23][CH2:22][CH2:21][CH2:20][CH2:19]1. Reported procedure: 220 mg of tetrafluorophthalic anhydride and 127 mg of (S)-α-methylbenzylamine were charged in an egg-plant type flask of 50 ml, followed by stirring under heating at a temperature of 180° C. for 1.5 hours. After cooled, the reaction product was dissolved in chloroform, purified by silica gel column chromatography (eluent; methylene chloride:methanol=30:1 v/v), recrystallized from a mixed solvent of n-hexane-ethyl acetate, to obtain 215 mg of the desired product as a colorless powder. Yield: 65%.... Reactants: CC(C)(C)COc1ccc(N)cc1C#N, [Cl-], Cl, O=N[O-], [Na+], O, O. Yields the product CC(C)(C)COc1ccc(NN)cc1C#N. Reaction SMILES: [C:2](#[N:3])[c:4]1[cH:5][c:6]([NH2:7])[cH:8][cH:9][c:10]1[O:11][CH2:12][C:13]([CH3:14])([CH3:15])[CH3:16].[Cl-:23].[ClH:1].[N:17]([O-:18])=[O:19].[Na+:20].[OH2:21].[OH2:22]>>[C:2](#[N:3])[c:4]1[cH:5][c:6]([NH:7][NH2:17])[cH:8][cH:9][c:10]1[O:11][CH2:12][C:13]([CH3:14])([CH3:15])[CH3:16]. Starting materials: N=1SN=C2C1C=CC=C2N2CCN(CC2)C(=O)OC=C (4-(2,1,3-benzothiadiazolyl)-N-vinyloxycarbonylpiperazine), Cl (hydrochloric acid). Run in C(C)O (ethanol). Product: N=1SN=C2C1C=CC=C2N2CCNCC2 (N-(2,1,3-benzothiadiazolyl)-piperazine). Reaction SMILES: [N:1]1[S:2][N:3]=[C:4]2[C:9]([N:10]3[CH2:15][CH2:14][N:13](C(OC=C)=O)[CH2:12][CH2:11]3)=[CH:8][CH:7]=[CH:6][C:5]=12.Cl>C(O)C>[N:1]1[S:2][N:3]=[C:4]2[C:9]([N:10]3[CH2:15][CH2:14][NH:13][CH2:12][CH2:11]3)=[CH:8][CH:7]=[CH:6][C:5]=12. Procedure details: To a 50 ml round-bottomed flask equipped with condenser and nitrogen inlet were added 530 mg (1.83 mmol) 4-(2,1,3-benzothiadiazolyl)-N-vinyloxycarbonylpiperazine and 25 ml ethanol, and the suspension saturated with hydrochloric acid gas. The reaction was refluxed 2.75 hours, cooled and evaporated. The residue was triturated with acetone to give a yellow solid N-(2,1,3-benzothiadiazolyl)-piperazine, m.p. 240°-244° C., 365 mg (62%). Reactants: ClCC(=C)CCl (2-(chloromethyl)-3-chloropropene), C1(=CC=C(C=C1)S(=O)[O-])C.[Na+] (sodium p-toluenesulfmate). Solvent: CO (methanol). The product is ClCC(=C)CS(=O)(=O)C1=CC=C(C)C=C1 (2-(chloromethyl)-3-tosylpropene). The yield is 44.1%. As a reaction SMILES: [Cl:1][CH2:2][C:3]([CH2:5]Cl)=[CH2:4].[C:7]1([CH3:16])[CH:12]=[CH:11][C:10]([S:13]([O-:15])=[O:14])=[CH:9][CH:8]=1.[Na+]>CO>[Cl:1][CH2:2][C:3]([CH2:5][S:13]([C:10]1[CH:11]=[CH:12][C:7]([CH3:16])=[CH:8][CH:9]=1)(=[O:15])=[O:14])=[CH2:4] |f:1.2|. Procedure: A solution of 2-(chloromethyl)-3-chloropropene (3.13 g, 25 mmol) and sodium p-toluenesulfmate (4.60 g, 25 mmol) in methanol (50 mL) was heated under reflux for 24 hours. The solvent was evaporated on a rotary evaporator and the residue was extracted between dichloromethane and water. The organic layer was dried (anhydrous MgSO4) and evaporated to give crude product (4.7 g) which, after purification by column chromatography on a silica-gel column using ethyl acetate/n-hexane 1:9 as eluent, gave p...